From a dataset of the Open Reaction Database (ORD), a public repository of structured organic reaction records. describe an organic reaction: reactants, conditions, products, and yield The reactants are C(C)C1=CC(=C(NC1=O)C)C1=CC=C(S1)S(=O)(=O)Cl (5-(5-Ethyl-2-methyl-6-oxo-1,6-dihydropyridin-3-yl)thiophene-2-sulfonyl chloride), C1(=CC=CC=C1)NC[C@H]1NCCC1 ((S)-phenyl-pyrrolidin-2-ylmethyl-amine). Product: Cl.C(C)C=1C(NC(=C(C1)C=1SC(=CC1)S(=O)(=O)N1[C@@H](CCC1)CNC1=CC=CC=C1)C)=O (3-Ethyl-6-methyl-5-[5-((S)-2-phenylaminomethylpyrrolidine-1-sulfonyl)-thiophen-2-yl]-1H-pyridin-2-one hydrochloride). Isolated yield 77.0%. As a reaction SMILES: [CH2:1]([C:3]1[C:8](=[O:9])[NH:7][C:6]([CH3:10])=[C:5]([C:11]2[S:15][C:14]([S:16]([Cl:19])(=[O:18])=[O:17])=[CH:13][CH:12]=2)[CH:4]=1)[CH3:2].[C:20]1([NH:26][CH2:27][C@@H:28]2[CH2:32][CH2:31][CH2:30][NH:29]2)[CH:25]=[CH:24][CH:23]=[CH:22][CH:21]=1>>[ClH:19].[CH2:1]([C:3]1[C:8](=[O:9])[NH:7][C:6]([CH3:10])=[C:5]([C:11]2[S:15][C:14]([S:16]([N:29]3[CH2:30][CH2:31][CH2:32][C@H:28]3[CH2:27][NH:26][C:20]3[CH:25]=[CH:24][CH:23]=[CH:22][CH:21]=3)(=[O:18])=[O:17])=[CH:13][CH:12]=2)[CH:4]=1)[CH3:2] |f:2.3|. Procedure details: 5-(5-Ethyl-2-methyl-6-oxo-1,6-dihydropyridin-3-yl)thiophene-2-sulfonyl chloride is reacted with (S)-phenyl-pyrrolidin-2-ylmethyl-amine as described in Steps 5 and 6, Example 24 to give the title compound as a yellow glass (77% yield). LC/MS: RT 3.29 min, m/e 458 (M+H); 1H NMR (δ, ppm): 11.84 (1H, s), 7.65 (1H, d), 7.35 (1H, s), 7.25 (1H, d), 7.14 (2H, t), 6.74 (2H, d), 6.62 (1H, t), 3.76 (1H, m), 3.34-3.45 (2H, m), 3.06-3.20 (2H, m), 2.39 (2H, q), 2.30 (3H, s), 1.86 (2H, m), 1.51-1.58 (2H, m), 1... The reactants are CN1CC2CN(c3ccc(Br)cn3)CC2C1, [Cu]I, [K+], [K+], O=C([O-])[O-], c1ccncc1, O=c1cccn[nH]1. Yields the product CN1CC2CN(c3ccc(-n4ncccc4=O)cn3)CC2C1. RXN SMILES: [Br:1][c:2]1[cH:3][cH:4][c:5]([N:8]2[CH2:9][CH:10]3[CH2:11][N:12]([CH3:16])[CH2:13][CH:14]3[CH2:15]2)[n:6][cH:7]1.[Cu:36][I:37].[K+:24].[K+:25].[O-:26][C:27]([O-:28])=[O:29].[cH:30]1[cH:31][cH:32][n:33][cH:34][cH:35]1.[n:17]1[nH:18][c:19](=[O:23])[cH:20][cH:21][cH:22]1>>[c:2]1(-[n:18]2[n:17][cH:22][cH:21][cH:20][c:19]2=[O:23])[cH:3][cH:4][c:5]([N:8]2[CH2:9][CH:10]3[CH2:11][N:12]([CH3:16])[CH2:13][CH:14]3[CH2:15]2)[n:6][cH:7]1. Starting materials: Br, Br, CC(=O)c1cc2c(cn1)CCCC2, CC(=O)O. The product is O=C(CBr)c1cc2c(cn1)CCCC2. Reaction SMILES: [Br:15].[BrH:14].[C:1]([CH3:2])(=[O:3])[c:4]1[n:5][cH:6][c:7]2[c:12]([cH:13]1)[CH2:11][CH2:10][CH2:9][CH2:8]2.[CH3:16][C:17](=[O:18])[OH:19]>>[C:1]([CH2:2][Br:14])(=[O:3])[c:4]1[n:5][cH:6][c:7]2[c:12]([cH:13]1)[CH2:11][CH2:10][CH2:9][CH2:8]2. Reactants: OP(=O)([O-])[O-].[K+].[K+] (K2HPO4), Cl (HCl), C(C(=O)CC(=O)O)C(=O)O (Acetonedicarboxylic acid), C(CC(O)(C(=O)O)CC(=O)O)(=O)O (citric acid), OP(=O)([O-])[O-].[K+].[K+] (K2HPO4), C(CC(O)(C(=O)O)CC(=O)O)(=O)O (citric acid), Cl.C(C1=CC=CC=C1)N (benzylamine hydrochloride), Cl (HCl). The solvent is O (water), C(C)(=O)O (acetic acid), O (water). Run at time 8 hour. Yields the product C(C1=CC=CC=C1)N1C2COCC1CC(C2)=O (9-benzyl-3-oxa-9-azabicyclo[3.3.1]nonan-7-one). As a reaction SMILES: C(O)(=O)C[C:3]([CH2:8][C:9]([OH:11])=O)([C:5]([OH:7])=O)O.OP([O-])([O-])=O.[K+].[K+].Cl.[CH2:22]([NH2:29])[C:23]1[CH:28]=[CH:27][CH:26]=[CH:25][CH:24]=1.Cl.[CH2:31]([C:38](O)=O)[C:32](CC(O)=O)=O>O.C(O)(=O)C>[CH2:22]([N:29]1[CH:31]2[CH2:38][C:9](=[O:11])[CH2:8][CH:3]1[CH2:5][O:7][CH2:32]2)[C:23]1[CH:28]=[CH:27][CH:26]=[CH:25][CH:24]=1 |f:1.2.3,4.5|. Procedure details: A solution of C-1 (18 g, 81 mmol) in 40 mL of water and 14 mL acetic acid was heated to 120° C. for 2 h, cooled to room temperature and diluted with 400 mL of pH 4 buffer (160 mL 0.1 M citric acid and 240 mL 0.1 M K2HPO4). After cooling to 0° C., a preformed solution of 9.54 g (66.4 mmol) benzylamine hydrochloride, 100 mL water, and 31 mL concentrated HCl was added dropwise over 10 minutes, keeping the internal temperature below 5° C. Acetonedicarboxylic acid (23.3 g, 160 mmol) was then added in... Starting materials: C1CCOC1, [Li+], CCOC(=O)C(C)N1CCC(N2CCN(C(=O)C(Cc3cc(Cl)c(N)c(C(F)(F)F)c3)OC(=O)N3CCC(N4CCc5ccccc5NC4=O)CC3)CC2)CC1, [OH-], O. Product: CC(C(=O)O)N1CCC(N2CCN(C(=O)C(Cc3cc(Cl)c(N)c(C(F)(F)F)c3)OC(=O)N3CCC(N4CCc5ccccc5NC4=O)CC3)CC2)CC1. Reaction SMILES: [CH2:60]1[O:61][CH2:62][CH2:63][CH2:64]1.[Li+:2].[O:3]=[C:4]1[NH:5][c:6]2[c:7]([cH:55][cH:56][cH:57][cH:58]2)[CH2:8][CH2:9][N:10]1[CH:11]1[CH2:12][CH2:13][N:14]([C:17](=[O:18])[O:19][CH:20]([C:21](=[O:22])[N:23]2[CH2:24][CH2:25][N:26]([CH:29]3[CH2:30][CH2:31][N:32]([CH:35]([CH3:36])[C:37](=[O:38])[O:39][CH2:40][CH3:41])[CH2:33][CH2:34]3)[CH2:27][CH2:28]2)[CH2:42][c:43]2[cH:44][c:45]([Cl:54])[c:46]([NH2:53])[c:47]([C:49]([F:50])([F:51])[F:52])[cH:48]2)[CH2:15][CH2:16]1.[OH-:1].[OH2:59]>>[O:3]=[C:4]1[NH:5][c:6]2[c:7]([cH:55][cH:56][cH:57][cH:58]2)[CH2:8][CH2:9][N:10]1[CH:11]1[CH2:12][CH2:13][N:14]([C:17](=[O:18])[O:19][CH:20]([C:21](=[O:22])[N:23]2[CH2:24][CH2:25][N:26]([CH:29]3[CH2:30][CH2:31][N:32]([CH:35]([CH3:36])[C:37](=[O:38])[OH:39])[CH2:33][CH2:34]3)[CH2:27][CH2:28]2)[CH2:42][c:43]2[cH:44][c:45]([Cl:54])[c:46]([NH2:53])[c:47]([C:49]([F:50])([F:51])[F:52])[cH:48]2)[CH2:15][CH2:16]1. Starting materials: O (Water), N1(CCNCC1)C(=O)OC(C)(C)C (tert-butyl 1-piperazinecarboxylate), BrC=1SC=CN1 (2-bromo-1,3-thiazole), C(=O)([O-])[O-].[K+].[K+] (K2CO3). Solvent: CCO (EtOH). Product: S1C(=NC=C1)N1CCN(CC1)C(=O)OC(C)(C)C (tert-Butyl 4-(1,3-thiazol-2-yl)-1-piperazinecarboxylate). The yield is 69.2%. Reaction SMILES: [N:1]1([C:7]([O:9][C:10]([CH3:13])([CH3:12])[CH3:11])=[O:8])[CH2:6][CH2:5][NH:4][CH2:3][CH2:2]1.Br[C:15]1[S:16][CH:17]=[CH:18][N:19]=1.C([O-])([O-])=O.[K+].[K+].O>CCO>[S:16]1[CH:17]=[CH:18][N:19]=[C:15]1[N:4]1[CH2:5][CH2:6][N:1]([C:7]([O:9][C:10]([CH3:13])([CH3:12])[CH3:11])=[O:8])[CH2:2][CH2:3]1 |f:2.3.4|. Procedure: A mixture of 5 g of tert-butyl 1-piperazinecarboxylate, 4.4 g of 2-bromo-1,3-thiazole and 7.4 g of K2CO3 in 50 ml of EtOH is refluxed for 4 days. Water is added to the reaction mixture, the EtOH is evaporated off under vacuum, the resulting aqueous phase is extracted with EtOAc, the organic phase is washed with saturated K2CO3 solution and with saturated NaCl solution and dried over Na2SO4, and the solvent is evaporated off under vacuum. The residue is chromatographed on silica gel, eluting with... The yield is 50.0%. Reaction SMILES: [C:1]([S:4][CH2:5][CH:6]([CH2:18][CH2:19][C:20]1[CH:25]=[CH:24][CH:23]=[CH:22][CH:21]=1)[C:7]([NH:9][C@H:10]([C:15]([OH:17])=O)[CH2:11][CH:12]([CH3:14])[CH3:13])=[O:8])(=[O:3])[CH3:2].[NH2:26][C:27]1[CH:32]=[CH:31][CH:30]=[CH:29][CH:28]=1.O.ON1C2C=CC=CC=2N=N1.CN1CCOCC1.Cl.C(N=C=NCCCN(C)C)C>C1COCC1.C(Cl)Cl>[C:27]1([NH:26][C:15](=[O:17])[C@H:10]([CH2:11][CH:12]([CH3:13])[CH3:14])[NH:9][C:7](=[O:8])[CH:6]([CH2:5][S:4][C:1](=[O:3])[CH3:2])[CH2:18][CH2:19][C:20]2[CH:25]=[CH:24][CH:23]=[CH:22][CH:21]=2)[CH:32]=[CH:31][CH:30]=[CH:29][CH:28]=1 |f:2.3,5.6|. Solvent: C(Cl)Cl (methylene chloride), C1CCOC1 (THF). Run at temperature 0 celsius, time 15 minute. Reactants: NC1=CC=CC=C1 (aniline), O.ON1N=NC2=C1C=CC=C2 (1-hydroxybenzotriazole hydrate), CN1CCOCC1 (N-methylmorpholine), C(C)(=O)SCC(C(=O)N[C@@H](CC(C)C)C(=O)O)CCC1=CC=CC=C1 (N-(2-acetylthiomethyl-4-phenylbutanoyl)-(L)-leucine), Cl.C(C)N=C=NCCCN(C)C (1-ethyl-3-(3-dimethylaminopropyl)carbodiimide hydrochloride). Procedure: To a solution of N-(2-acetylthiomethyl-4-phenylbutanoyl)-(L)-leucine (derived from the higher RfTLC fraction) (182 mg. 0.5 mmole) in 2 mL of THF at 0° C. was added aniline (93 mg, 1.0 mmole) and 1-hydroxybenzotriazole hydrate (HOBT·H2O, 101 mg, 0.75 mole) and N-methylmorpholine (202 mg, 2.0 mmole). The mixture was stirred at 0° C. for 15 minutes, then 192 mg of 1-ethyl-3-(3-dimethylaminopropyl)carbodiimide hydrochloride (EDC·HCl, 1.0 mmole) was added and the mixture stirred overnight. The soluti... Product: C1(=CC=CC=C1)NC([C@@H](NC(C(CCC1=CC=CC=C1)CSC(C)=O)=O)CC(C)C)=O (N- (2-Acetylthiomethyl-4-phenylbutanoyl)-(L)-leucine, N-phenylamide). The reactants are O=C(CBr)Nc1ccccc1C(=O)O, [K+], Nc1ccccc1, CN(C)C=O, [OH-]. Yields the product O=C(CNc1ccccc1)Nc1ccccc1C(=O)O. As a reaction SMILES: [Br:1][CH2:2][C:3](=[O:4])[NH:5][c:6]1[c:7]([C:8](=[O:9])[OH:10])[cH:11][cH:12][cH:13][cH:14]1.[K+:23].[NH2:15][c:16]1[cH:17][cH:18][cH:19][cH:20][cH:21]1.[O:24]=[CH:25][N:26]([CH3:27])[CH3:28].[OH-:22]>>[CH2:2]([C:3](=[O:4])[NH:5][c:6]1[c:7]([C:8](=[O:9])[OH:10])[cH:11][cH:12][cH:13][cH:14]1)[NH:15][c:16]1[cH:17][cH:18][cH:19][cH:20][cH:21]1.